This data is from the Open Reaction Database (ORD), a public repository of structured organic reaction records. The task is: describe an organic reaction: reactants, conditions, products, and yield Starting materials: FC=1C=C(CNC2=C(C=CC(=C2)O)C2CC=3C=CC(=CC3CC2)O)C=CC1OCCN1CCCCC1 (6-{2-[3-fluoro-4-(2-piperidin-1-ylethoxy)benzylamino]-4-hydroxyphenyl}-5,6,7,8-tetrahydronaphthalen-2-ol), [Si](C)(C)(C(C)(C)C)Cl (tert-butyldimethylsilyl chloride). Yields the product [Si](C)(C)(C(C)(C)C)OC=1C=CC(=C(C1)NCC1=CC(=C(C=C1)OCCN1CCCCC1)F)C1CC2=CC=C(C=C2CC1)O[Si](C)(C)C(C)(C)C ({5-(tert-Butyldimethylsilyloxy)-2-[6-(tert-butyldimethylsilyloxy)-1,2,3,4-tetrahydronaphthalen-2-yl]phenyl}[3-fluoro-4-(2-piperidin-1-yl-ethoxy)benzyl]amine). Yield: 85.3%. RXN SMILES: [F:1][C:2]1[CH:3]=[C:4]([CH:25]=[CH:26][C:27]=1[O:28][CH2:29][CH2:30][N:31]1[CH2:36][CH2:35][CH2:34][CH2:33][CH2:32]1)[CH2:5][NH:6][C:7]1[CH:12]=[C:11]([OH:13])[CH:10]=[CH:9][C:8]=1[CH:14]1[CH2:23][CH2:22][C:21]2[CH:20]=[C:19]([OH:24])[CH:18]=[CH:17][C:16]=2[CH2:15]1.[Si:37](Cl)([C:40]([CH3:43])([CH3:42])[CH3:41])([CH3:39])[CH3:38]>>[Si:37]([O:13][C:11]1[CH:10]=[CH:9][C:8]([CH:14]2[CH2:23][CH2:22][C:21]3[C:16](=[CH:17][CH:18]=[C:19]([O:24][Si:37]([C:40]([CH3:43])([CH3:42])[CH3:41])([CH3:39])[CH3:38])[CH:20]=3)[CH2:15]2)=[C:7]([NH:6][CH2:5][C:4]2[CH:25]=[CH:26][C:27]([O:28][CH2:29][CH2:30][N:31]3[CH2:36][CH2:35][CH2:34][CH2:33][CH2:32]3)=[C:2]([F:1])[CH:3]=2)[CH:12]=1)([C:40]([CH3:43])([CH3:42])[CH3:41])([CH3:39])[CH3:38]. Reported procedure: Synthesized from 6-{2-[3-fluoro-4-(2-piperidin-1-ylethoxy)benzylamino]-4-hydroxyphenyl}-5,6,7,8-tetrahydronaphthalen-2-ol (240 mg) and tert-butyldimethylsilyl chloride (220 mg) according to an analogous synthetic method to Example 201 described below, the title compound (300 mg) was obtained. As a reaction SMILES: Br[C:2]1[CH:3]=[C:4]2[C:8](=[CH:9][CH:10]=1)[C:7](=[O:11])[CH2:6][CH2:5]2.C([O-])([O-])=O.[Cs+].[Cs+].[NH:18]1[CH2:23][CH2:22][O:21][CH2:20][CH2:19]1.N#N>C1C=CC(/C=C/C(/C=C/C2C=CC=CC=2)=O)=CC=1.C1C=CC(/C=C/C(/C=C/C2C=CC=CC=2)=O)=CC=1.C1C=CC(/C=C/C(/C=C/C2C=CC=CC=2)=O)=CC=1.[Pd].[Pd].C1C=CC(P(C2C(C3C(P(C4C=CC=CC=4)C4C=CC=CC=4)=CC=C4C=3C=CC=C4)=C3C(C=CC=C3)=CC=2)C2C=CC=CC=2)=CC=1.C1COCC1>[N:18]1([C:2]2[CH:3]=[C:4]3[C:8](=[CH:9][CH:10]=2)[C:7](=[O:11])[CH2:6][CH2:5]3)[CH2:23][CH2:22][O:21][CH2:20][CH2:19]1 |f:1.2.3,6.7.8.9.10|. Isolated yield 51.1%. Reactants: N#N (N2), BrC=1C=C2CCC(C2=CC1)=O (5-bromo-1-indanone), C(=O)([O-])[O-].[Cs+].[Cs+] (Cs2CO3), N1CCOCC1 (morpholine). Procedure details: A mixture of 5-bromo-1-indanone (0.76 g, 3.60 mmol), Cs2CO3 (1.64 g, 5.04 mmol), Pd2(dba)3 (82 mg, 0.09 mmol), BINAP (112 mg, 0.18 mmol), morpholine (0.94 mL, 10.8 mmol) and THF (15 ml) was pumped with N2 for 0.5 hour and then heated to reflux overnight. The reaction mixture was concentrated, and purified by flash chromatography to give the above intermediate (0.40 g, 51.1%). MS (ESI) m/z 218 (M+H)+; 1H NMR (300 MHz, CD3OD) δ ppm 2.59-2.65 (m, 2H) 3.03-3.10 (m, 2H) 3.34-3.40 (m, 4H) 3.79-3.85 (m... The solvent is C1CCOC1 (THF). The reagents and catalysts are C=1C=CC(=CC1)/C=C/C(=O)/C=C/C2=CC=CC=C2.C=1C=CC(=CC1)/C=C/C(=O)/C=C/C2=CC=CC=C2.C=1C=CC(=CC1)/C=C/C(=O)/C=C/C2=CC=CC=C2.[Pd].[Pd] (Pd2(dba)3), C=1C=CC(=CC1)P(C=2C=CC=CC2)C3=CC=C4C=CC=CC4=C3C5=C6C=CC=CC6=CC=C5P(C=7C=CC=CC7)C=8C=CC=CC8 (BINAP). Yields the product N1(CCOCC1)C=1C=C2CCC(C2=CC1)=O (5-morpholin-4-ylindan-1-one). The reactants are CC(=O)Cl, [Cl-], FC(F)(F)c1cc(Cl)ccc1Oc1ccccc1, S=C=S. The product is CC(=O)c1ccc(Oc2ccc(Cl)cc2C(F)(F)F)cc1. Reaction SMILES: [CH3:19][C:20]([Cl:21])=[O:22].[Cl-:23].[F:1][C:2]([c:3]1[c:4]([O:5][c:6]2[cH:7][cH:8][cH:9][cH:10][cH:11]2)[cH:12][cH:13][c:14]([Cl:16])[cH:15]1)([F:17])[F:18].[S:24]=[C:25]=[S:26]>>[F:1][C:2]([c:3]1[c:4]([O:5][c:6]2[cH:7][cH:8][c:9]([C:20]([CH3:19])=[O:22])[cH:10][cH:11]2)[cH:12][cH:13][c:14]([Cl:16])[cH:15]1)([F:17])[F:18]. The reactants are CCS(=O)(=O)c1ccc2oc(S)nc2c1, CN(C)C=O, O=S(Cl)Cl. The product is CCS(=O)(=O)c1ccc2oc(Cl)nc2c1. RXN SMILES: [CH2:1]([CH3:2])[S:3](=[O:4])(=[O:5])[c:6]1[cH:7][cH:8][c:9]2[c:10]([n:11][c:12]([SH:14])[o:13]2)[cH:15]1.[CH3:16][N:17]([CH3:18])[CH:19]=[O:20].[S:21]([Cl:22])([Cl:23])=[O:24]>>[CH2:1]([CH3:2])[S:3](=[O:4])(=[O:5])[c:6]1[cH:7][cH:8][c:9]2[c:10]([n:11][c:12]([Cl:23])[o:13]2)[cH:15]1. The reactants are C(C)(C)C1=NNC=C1 (3-i-propyl-1H-pyrazole), BrBr (bromine), aqueous solution, [OH-].[Na+] (sodium hydroxide). Solvent: O (water). Reaction conditions: temperature 0 celsius, time 5 hour. Product: BrC=1C(=NNC1)C(C)C (4-bromo-3-i-propyl-1H-pyrazole). Isolated yield 99.6%. Reaction SMILES: [CH:1]([C:4]1[CH:8]=[CH:7][NH:6][N:5]=1)([CH3:3])[CH3:2].[OH-].[Na+].[Br:11]Br>O>[Br:11][C:8]1[C:4]([CH:1]([CH3:3])[CH3:2])=[N:5][NH:6][CH:7]=1 |f:1.2|. Procedure: 1.10 g of 3-i-propyl-1H-pyrazole was suspended in 20 ml of water, and 1.6 g of 50% aqueous solution of sodium hydroxide was added to it. The mixture was cooled to 0° C., and then 1.76 g of bromine was added to the mixture, followed by stirring at room temperature for 5 hours. The reaction mixture was extracted by ethyl acetate. The organic layer was washed with water, dried over anhydrous magnesium sulfate, filtered, and concentrated under reduced pressure. The residue was subjected to silica ge...